Dataset: the Open Reaction Database (ORD), a public repository of structured organic reaction records. Task: describe an organic reaction: reactants, conditions, products, and yield Reactants: Cn1nccc1-c1csc(C(=O)N(O)C(Cc2ccccc2)CN(C(=O)[O-])C(C)(C)C)c1, ClCCl, O=C(O)C(F)(F)F. Product: Cn1nccc1-c1csc(C(=O)N(O)C(CN)Cc2ccccc2)c1. As a reaction SMILES: [CH3:1][C:2]([N:5]([C:3](=[O:4])[O-:6])[CH2:9][CH:10]([CH2:11][c:12]1[cH:13][cH:14][cH:15][cH:16][cH:17]1)[N:18]([C:19](=[O:20])[c:21]1[s:22][cH:23][c:24](-[c:26]2[cH:27][cH:28][n:29][n:30]2[CH3:31])[cH:25]1)[OH:32])([CH3:7])[CH3:8].[Cl:40][CH2:41][Cl:42].[F:33][C:34]([F:35])([F:36])[C:37]([OH:38])=[O:39]>>[NH2:5][CH2:9][CH:10]([CH2:11][c:12]1[cH:13][cH:14][cH:15][cH:16][cH:17]1)[N:18]([C:19](=[O:20])[c:21]1[s:22][cH:23][c:24](-[c:26]2[cH:27][cH:28][n:29][n:30]2[CH3:31])[cH:25]1)[OH:32]. Starting materials: SC1=C(C=CC=C1)O (2-mercaptophenol), ClCC(CC)C (1-chloro-2-methylbutane), 1p. Yields the product CC(CSC1=C(C=CC=C1)O)CC (2-(2-methylbutylthio)phenol). The yield is 57.0%. As a reaction SMILES: [SH:1][C:2]1[CH:7]=[CH:6][CH:5]=[CH:4][C:3]=1[OH:8].Cl[CH2:10][CH:11]([CH3:14])[CH2:12][CH3:13]>>[CH3:10][CH:11]([CH2:12][CH3:13])[CH2:14][S:1][C:2]1[CH:7]=[CH:6][CH:5]=[CH:4][C:3]=1[OH:8]. Reported procedure: This compound was prepared in 57% yield from 2-mercaptophenol and 1-chloro-2-methylbutane according to the procedure for 1p in Example VIII. 1H NMR (CDCl3): δ 0.86 (t, J=4.85 Hz, 3H), 1.00 (d, J=6.60 Hz, 3H), 1.18-1.27 (m, 1H), 1.46-1.58 (m, 2H), 2.55 (dd, J=7.15, J=12.35, 1H), 2.70 (dd, J=5.75, 12.65, 1H), 6.75 (d, J=1.1 Hz), 6.86 (dt, J=1.1 Hz, J=4.93 Hz, 1H), 6.98 (dd, J=1.4 Hz, J=8.25 Hz, 1H), 7.24 (dt, J=1.65 Hz, J=7.40 Hz, 1H, 7.45 (dd, J=1.65 Hz, J=7.70 Hz, 1H); 13C NMR (CDCl3): δ 11.26, ...